From a dataset of the Open Reaction Database (ORD), a public repository of structured organic reaction records. describe an organic reaction: reactants, conditions, products, and yield The product is FC(OC1=C2CCNC2=CC=C1)F (4-Difluoromethoxy-2,3-dihydro-1H-indole). Reaction SMILES: [CH3:1][C:2]1[C:7]([N+:8]([O-])=O)=[CH:6][CH:5]=[CH:4][C:3]=1[OH:11].Cl[C:13]([F:18])([F:17])C([O-])=O.[Na+].[C:20](=O)([O-])[O-].[K+].[K+].C(OCC)(=O)C>CN(C)C=O.O>[F:17][CH:13]([F:18])[O:11][C:3]1[CH:4]=[CH:5][CH:6]=[C:7]2[C:2]=1[CH2:1][CH2:20][NH:8]2 |f:1.2,3.4.5|. Reported procedure: A solution of 10 g of 2-methyl-3-nitrophenol in 20 ml of N,N-dimethylformamide is added to a mixture of 23.4 g of sodium chlorodifluoroacetate and 22 g of potassium carbonate in 30 ml of N,N-dimethylformamide and 6 ml of water. The reaction mixture is then heated at 110° C. for 3 hours and left to stand for 16 hours, and then treated with a mixture of water and ethyl acetate. The organic phase is washed with 1N sodium hydroxide, water and a saturated sodium chloride solution, dried over magnesiu... Run at temperature 110 celsius, time 16 hour. Starting materials: CC1=C(C=CC=C1[N+](=O)[O-])O (2-methyl-3-nitrophenol), ClC(C(=O)[O-])(F)F.[Na+] (sodium chlorodifluoroacetate), C([O-])([O-])=O.[K+].[K+] (potassium carbonate), C(C)(=O)OCC (ethyl acetate). The solvent is CN(C=O)C (N,N-dimethylformamide), CN(C=O)C (N,N-dimethylformamide), O (water), O (water). The reactants are C1(CC1)COC(=O)[C@@]12CC3=C(C=C2CCN(C1)S(=O)(=O)C=1C=NC(=CC1)Cl)N(N=C3)C3=CC=C(C=C3)F ((R)-6-(6-chloropyridine-3-sulfonyl)-1-(4-fluorophenyl)-1,4,5,6,7,8-hexahydro-1,2,6-triaza-cyclopenta[b]naphthalene-4a-carboxylic acid cyclopropylmethyl ester), N1CCOCC1 (morpholine). Yields the product C1(CC1)COC(=O)[C@@]12CC3=C(C=C2CCN(C1)S(=O)(=O)C=1C=NC(=CC1)N1CCOCC1)N(N=C3)C3=CC=C(C=C3)F ((R)-1-(4-Fluorophenyl)-6-(6-morpholin-4-yl-pyridine-3-sulfonyl]-1,4,5,6,7,8-hexahydro-1,2,6-triaza-cyclopenta[b]naphthalene-4a-carboxylic acid cyclopropylmethyl ester). Reaction SMILES: [CH:1]1([CH2:4][O:5][C:6]([C@@:8]23[CH2:17][N:16]([S:18]([C:21]4[CH:22]=[N:23][C:24](Cl)=[CH:25][CH:26]=4)(=[O:20])=[O:19])[CH2:15][CH2:14][C:13]2=[CH:12][C:11]2[N:28]([C:31]4[CH:36]=[CH:35][C:34]([F:37])=[CH:33][CH:32]=4)[N:29]=[CH:30][C:10]=2[CH2:9]3)=[O:7])[CH2:3][CH2:2]1.[NH:38]1[CH2:43][CH2:42][O:41][CH2:40][CH2:39]1>>[CH:1]1([CH2:4][O:5][C:6]([C@@:8]23[CH2:17][N:16]([S:18]([C:21]4[CH:22]=[N:23][C:24]([N:38]5[CH2:43][CH2:42][O:41][CH2:40][CH2:39]5)=[CH:25][CH:26]=4)(=[O:20])=[O:19])[CH2:15][CH2:14][C:13]2=[CH:12][C:11]2[N:28]([C:31]4[CH:36]=[CH:35][C:34]([F:37])=[CH:33][CH:32]=4)[N:29]=[CH:30][C:10]=2[CH2:9]3)=[O:7])[CH2:3][CH2:2]1. Procedure details: The title compound was prepared by the method of Example 20 using (R)-6-(6-chloropyridine-3-sulfonyl)-1-(4-fluorophenyl)-1,4,5,6,7,8-hexahydro-1,2,6-triaza-cyclopenta[b]naphthalene-4a-carboxylic acid cyclopropylmethyl ester and morpholine to give the title compound (0.063 g). 1H NMR (400 MHz, CHCl3-d): δ 8.53 (d, 1H), 7.78 (dd, 1H), 7.49-7.40 (m, 3H), 7.16 (t, 2H), 6.61 (d, 1H), 6.41 (d, 1H), 4.40 (dd, 1H), 3.95-3.85 (m, 2H), 3.81 (t, 5H), 3.66 (t, 4H), 3.31 (d, 1H), 2.95-2.87 (m, 1H), 2.58 (d, ... Starting materials: C1(=CC=CC=C1)P(C1=CC=CC=C1)C1=CC=CC=C1 (triphenylphosphine), [N+](=O)([O-])C1=C(C=CC(=C1)C(C)=O)C1=CC=C(C=C1)C(C)=O (1,1′-(2-nitro-[1,1′-biphenyl]-4,4′-diyl)diethanone), CCCCCC (hexane). Solvent: ClC1=C(C=CC=C1)Cl (1,2-dichlorobenzene). Run at temperature 180 celsius. The product is C1=C(C=CC=2C3=CC=C(C=C3NC12)C(C)=O)C(C)=O (1,1′-(9H-carbazole-2,7-diyl)diethanone). RXN SMILES: C1(P(C2C=CC=CC=2)C2C=CC=CC=2)C=CC=CC=1.[N+:20]([C:23]1[CH:28]=[C:27]([C:29](=[O:31])[CH3:30])[CH:26]=[CH:25][C:24]=1[C:32]1[CH:37]=[CH:36][C:35]([C:38](=[O:40])[CH3:39])=[CH:34][CH:33]=1)([O-])=O.CCCCCC>ClC1C=CC=CC=1Cl>[CH:36]1[C:37]2[NH:20][C:23]3[C:24](=[CH:25][CH:26]=[C:27]([C:29](=[O:31])[CH3:30])[CH:28]=3)[C:32]=2[CH:33]=[CH:34][C:35]=1[C:38](=[O:40])[CH3:39]. Procedure: The mixture of triphenylphosphine (3.47 g, 13.24 mmol) and 1,1′-(2-nitro-[1,1′-biphenyl]-4,4′-diyl)diethanone (1.5 g, 5.30 mmol) in 1,2-dichlorobenzene (o-DCB) (15.90 mL) was heated at 180° C. under microwave irradiation for 1 h. The reaction mixture was cooled and poured in to the hexane (50 mL). Most of the impurities were removed by precipitation from hexane. The compound was further purified on silica gel ((0-100% EtOAc/Hexane). Fractions were concentrated to give the title compound as a yel... Reactants: N1N=CC=C1 (pyrazole), atmosphere, [H-].[Na+] (sodium hydride), COCN1C2=C(SC3=C1C=C(C=C3)CCl)N=CC=N2 (10-methoxymethyl-8-chloromethyl-10H-pyrazino[2,3-b][1,4]benzothiazine), O (water). The solvent is CN(C=O)C (N,N-dimethylformamide), C(C)(=O)OCC (ethyl acetate). Reaction conditions: temperature 80 celsius, time 10 minute. Product: COCN1C2=C(SC3=C1C=C(C=C3)CN3N=CC=C3)N=CC=N2 (10-Methoxymethyl-8-(pyrazol-1-ylmethyl)-10H-pyrazino[2,3-b][1,4]benzothiazine). Yield: 56.4%. Reaction SMILES: [NH:1]1[CH:5]=[CH:4][CH:3]=[N:2]1.[H-].[Na+].[CH3:8][O:9][CH2:10][N:11]1[C:16]2[CH:17]=[C:18]([CH2:21]Cl)[CH:19]=[CH:20][C:15]=2[S:14][C:13]2[N:23]=[CH:24][CH:25]=[N:26][C:12]1=2.O>CN(C)C=O.C(OCC)(=O)C>[CH3:8][O:9][CH2:10][N:11]1[C:16]2[CH:17]=[C:18]([CH2:21][N:1]3[CH:5]=[CH:4][CH:3]=[N:2]3)[CH:19]=[CH:20][C:15]=2[S:14][C:13]2[N:23]=[CH:24][CH:25]=[N:26][C:12]1=2 |f:1.2|. Procedure: To a solution of 100 mg of pyrazole in N,N-dimethylformamide was added in a nitrogen atmosphere 60 mg of sodium hydride (oily 60%) under ice cooling and the resulting mixture was stirred for 10 minutes. Subsequently, 240 mg of 10-methoxymethyl-8-chloromethyl-10H-pyrazino[2,3-b][1,4]benzothiazine was added to the reaction mixture, which was then heated to 80° C. for 10 minutes. Then the reaction mixture was brought back to room temperature and distributed into water and ethyl acetate. The organic... Reactants: C(C)OC(=O)C=1NC(=C(C1C)Br)C (4-bromo-3,5-dimethyl-1H-pyrrole-2-carboxylic acid ethyl ester), C(=O)([O-])[O-].[Cs+].[Cs+] (Cs2CO3), BrCC(=O)NC1=NC=C(C=C1)Cl (2-bromo-N-(5-chloro-pyridin-2-yl)-acetamide). Solvent: CN(C)C=O (DMF). Reaction conditions: time 2 hour. The product is C(C)OC(=O)C=1N(C(=C(C1C)Br)C)CC(NC1=NC=C(C=C1)Cl)=O (4-bromo-1-[(5-chloro-pyridin-2-ylcarbamoyl)-methyl]-3,5-dimethyl-1H-pyrrole-2-carboxylic acid ethyl ester). Yield: 26.5%. RXN SMILES: [CH2:1]([O:3][C:4]([C:6]1[NH:7][C:8]([CH3:13])=[C:9]([Br:12])[C:10]=1[CH3:11])=[O:5])[CH3:2].C([O-])([O-])=O.[Cs+].[Cs+].Br[CH2:21][C:22]([NH:24][C:25]1[CH:30]=[CH:29][C:28]([Cl:31])=[CH:27][N:26]=1)=[O:23]>CN(C=O)C>[CH2:1]([O:3][C:4]([C:6]1[N:7]([CH2:21][C:22](=[O:23])[NH:24][C:25]2[CH:30]=[CH:29][C:28]([Cl:31])=[CH:27][N:26]=2)[C:8]([CH3:13])=[C:9]([Br:12])[C:10]=1[CH3:11])=[O:5])[CH3:2] |f:1.2.3|. Reported procedure: To a solution of 4-bromo-3,5-dimethyl-1H-pyrrole-2-carboxylic acid ethyl ester (492 mg) in DMF (5 mL) was added Cs2CO3 (912 mg). The mixture was stirred for 30 min at RT after which 2-bromo-N-(5-chloro-pyridin-2-yl)-acetamide (499 mg) was added. Stirring was continued for 2 h at RT whereupon the mixture was filtered and concentrated. The residue was subjected to preparative HPLC(CH3CN/H2O gradient+0.05% TFA) to give 4-bromo-1-[(5-chloro-pyridin-2-ylcarbamoyl)-methyl]-3,5-dimethyl-1H-pyrrole-2-ca... Yields the product FC(C=1C=C(C=CC1)S(=O)(=O)N1C[C@@H]2[C@H](C1)[C@H](CC2)NC(=O)[C@H]2N(CC1=CC=CC=C1C2)C(=O)OC(C)(C)C)(F)F (tert-butyl(3S)-3-{[((3aR,4S,6aS)-2-{[3-(trifluoromethyl)phenyl]sulfonyl}octahydrocyclopenta[c]pyrrol-4-yl)amino]carbonyl}-3,4-dihydroisoquinoline-2(1H)-carboxylate). As a reaction SMILES: [C:1]([O:5][C:6]([N:8]1[CH2:12]CC[C@H:9]1[C:13](O)=[O:14])=[O:7])([CH3:4])([CH3:3])[CH3:2].[F:16][C:17]([F:37])([F:36])[C:18]1[CH:19]=[C:20]([S:24]([N:27]2[CH2:31][C@@H:30]3[C@@H:32]([NH2:35])[CH2:33][CH2:34][C@@H:29]3[CH2:28]2)(=[O:26])=[O:25])[CH:21]=[CH:22][CH:23]=1.F[C:39](F)(F)[C:40]1[CH:41]=[C:42](S(N2C[C@H]3[C@H](N)CC[C@H]3C2)(=O)=O)[CH:43]=[CH:44][CH:45]=1>>[F:37][C:17]([F:16])([F:36])[C:18]1[CH:19]=[C:20]([S:24]([N:27]2[CH2:31][C@@H:30]3[C@@H:32]([NH:35][C:13]([C@@H:9]4[CH2:39][C:40]5[C:45](=[CH:44][CH:43]=[CH:42][CH:41]=5)[CH2:12][N:8]4[C:6]([O:5][C:1]([CH3:4])([CH3:3])[CH3:2])=[O:7])=[O:14])[CH2:33][CH2:34][C@@H:29]3[CH2:28]2)(=[O:25])=[O:26])[CH:21]=[CH:22][CH:23]=1. Reactants: C(C)(C)(C)OC(=O)N1[C@@H](CCC1)C(=O)O ((S)-1-(tert-butoxycarbonyl)pyrrolidine-2-carboxylic acid), FC(C=1C=C(C=CC1)S(=O)(=O)N1C[C@@H]2[C@H](C1)[C@H](CC2)N)(F)F ((3aR,4S,6aS)-2-(3-(trifluoromethyl)phenylsulfonyl)octahydrocyclopenta[c]pyrrol-4-amine), FC(C=1C=C(C=CC1)S(=O)(=O)N1C[C@H]2[C@@H](C1)[C@@H](CC2)N)(F)F ((3aS,4R,6aR)-2-(3-(trifluoromethyl)phenylsulfonyl)octahydrocyclopenta[c]pyrrol-4-amine). Procedure details: The title compound was prepared by substituting (S)-2-(tert-butoxycarbonyl)-1,2,3,4-tetrahydroisoquinoline-3-carboxylic acid for (S)-1-(tert-butoxycarbonyl)pyrrolidine-2-carboxylic acid and (3aR,4S,6aS)-2-(3-(trifluoromethyl)phenylsulfonyl)octahydrocyclopenta[c]pyrrol-4-amine from Step D of Example 252 for (3aS,4R,6aR)-2-(3-(trifluoromethyl)phenylsulfonyl)octahydrocyclopenta[c]pyrrol-4-amine in the procedure described in Example 266: 1H NMR (500 MHz, pyridine-d5, temperature 90° C.) δ ppm 8.26-8... Starting materials: C(CC(C)C)ON=O (isopentylnitrite), C(C)(C)(C)C=1C=C(C(=C(C1)N)OC)[N+](=O)[O-] (5-tert-butyl-2-methoxy-3-nitro-phenylamine), CSSC (dimethyldisulphide). The solvent is C(C)#N (acetonitrile). The product is C(C)(C)(C)C=1C=C(C(=C(C1)SC)OC)[N+](=O)[O-] (5-tert-butyl-2-methoxy-1-methylsulphanyl-3-nitro-benzene). Reaction SMILES: [C:1]([C:5]1[CH:6]=[C:7]([N+:14]([O-:16])=[O:15])[C:8]([O:12][CH3:13])=[C:9](N)[CH:10]=1)([CH3:4])([CH3:3])[CH3:2].C(ON=O)CC(C)C.[CH3:25][S:26]SC>C(#N)C>[C:1]([C:5]1[CH:6]=[C:7]([N+:14]([O-:16])=[O:15])[C:8]([O:12][CH3:13])=[C:9]([S:26][CH3:25])[CH:10]=1)([CH3:4])([CH3:3])[CH3:2]. Procedure: 2 g 5-tert-butyl-2-methoxy-3-nitro-phenylamine are dissolved in 20 ml acetonitrile, combined successively with 3.6 ml isopentylnitrite as well as 2.4 ml dimethyldisulphide and refluxed for 2 h. The solvents are eliminated in vacuo and the residue is chromatographed on silica gel (petroleum ether/ethyl acetate 90:10).